The task is: describe an organic reaction: reactants, conditions, products, and yield. This data is from the Open Reaction Database (ORD), a public repository of structured organic reaction records. The reactants are FC1(F)N=c2cc3c(cc2=N1)OC(Br)O3, CN(C)C=O, Cl. The product is FC1(F)N=c2cc3c(cc2=N1)OC(Cl)O3. RXN SMILES: [Br:2][CH:3]1[O:4][c:5]2[c:6]([cH:7][c:8]3[c:9]([cH:15]2)=[N:10][C:11]([F:13])([F:14])[N:12]=3)[O:16]1.[CH3:17][N:18]([CH3:19])[CH:20]=[O:21].[ClH:1]>>[Cl:1][CH:3]1[O:4][c:5]2[c:6]([cH:7][c:8]3[c:9]([cH:15]2)=[N:10][C:11]([F:13])([F:14])[N:12]=3)[O:16]1. Starting materials: CCOCC (ether), NC1CN(CCC1)CC (3-amino-1-ethylpiperidine), C([O-])([O-])=O.[Na+].[Na+] (sodium carbonate), O.O.Cl.FC(C=1C=CC=C2C(=CC=NC12)NC1=C(C(=O)O)C=CC=C1)(F)F (2-(8-trifluoromethyl-4-quinolylamino)benzoic acid hydrochloride dihydrate). Run in C(Cl)(Cl)Cl (chloroform), O (water), S(=O)(Cl)Cl (thionyl chloride). Reaction conditions: time 1 hour. Product: C(C)N1CC(CCC1)NC(C1=C(C=CC=C1)NC1=CC=NC2=C(C=CC=C12)C(F)(F)F)=O (N-(1-Ethyl-3-piperidyl)-2-(8-trifluoromethyl-4-quinolylamino)benzamide). The yield is 62.6%. As a reaction SMILES: O.O.Cl.[F:4][C:5]([F:27])([F:26])[C:6]1[CH:7]=[CH:8][CH:9]=[C:10]2[C:15]=1[N:14]=[CH:13][CH:12]=[C:11]2[NH:16][C:17]1[CH:25]=[CH:24][CH:23]=[CH:22][C:18]=1[C:19]([OH:21])=O.[NH2:28][CH:29]1[CH2:34][CH2:33][CH2:32][N:31]([CH2:35][CH3:36])[CH2:30]1.C(=O)([O-])[O-].[Na+].[Na+].CCOCC>S(Cl)(Cl)=O.C(Cl)(Cl)Cl.O>[CH2:35]([N:31]1[CH2:32][CH2:33][CH2:34][CH:29]([NH:28][C:19](=[O:21])[C:18]2[CH:22]=[CH:23][CH:24]=[CH:25][C:17]=2[NH:16][C:11]2[C:10]3[C:15](=[C:6]([C:5]([F:26])([F:27])[F:4])[CH:7]=[CH:8][CH:9]=3)[N:14]=[CH:13][CH:12]=2)[CH2:30]1)[CH3:36] |f:0.1.2.3,5.6.7|. Procedure: 11.5 Grams (0.0285 Mole) of 2-(8-trifluoromethyl-4-quinolylamino)benzoic acid hydrochloride dihydrate were refluxed in 80 milliliters of thionyl chloride for half an hour. A yellow solid precipitated. The thionyl chloride was evaporated off. The resulting acid chloride hydrochloride was added in portions with stirring to a cooled mixture of 3.84 grams (0.03 moles) of 3-amino-1-ethylpiperidine in 100 milliliters of chloroform and 31.8 grams (0.3 mole) of sodium carbonate in 100 milliliters of wat...